Dataset: the Open Reaction Database (ORD), a public repository of structured organic reaction records. Task: describe an organic reaction: reactants, conditions, products, and yield Reactants: CO, O=[N+]([O-])c1cnc2c(ccn2S(=O)(=O)c2ccccc2)c1NC1CCC(O)C1. Yields the product Nc1cnc2c(ccn2S(=O)(=O)c2ccccc2)c1NC1CCC(O)C1. As a reaction SMILES: [CH3:29][OH:30].[c:1]1([S:7](=[O:8])(=[O:9])[n:10]2[cH:11][cH:12][c:13]3[c:14]2[n:15][cH:16][c:17]([N+:26]([O-:27])=[O:28])[c:18]3[NH:19][CH:20]2[CH2:21][CH:22]([OH:25])[CH2:23][CH2:24]2)[cH:2][cH:3][cH:4][cH:5][cH:6]1>>[c:1]1([S:7](=[O:8])(=[O:9])[n:10]2[cH:11][cH:12][c:13]3[c:14]2[n:15][cH:16][c:17]([NH2:26])[c:18]3[NH:19][CH:20]2[CH2:21][CH:22]([OH:25])[CH2:23][CH2:24]2)[cH:2][cH:3][cH:4][cH:5][cH:6]1. Reactants: OC1=CC=C(C(=O)N(C(C)C)C(C)C)C=C1 (4-hydroxy-N,N-bis(1-methylethyl)benzamide), [H-].[Na+] (sodium hydride), C(#N)C1=CC=C(OCCCCCCl)C=C1 (5-(4-cyanophenoxy)pentyl chloride). The solvent is CN(C=O)C (N,N-dimethylformamide). Conditions: temperature 0 celsius, time 10 minute. Yields the product C(#N)C1=CC=C(OCCCCCOC2=CC=C(C(=O)N(C(C)C)C(C)C)C=C2)C=C1 (4-[5-(4-cyanophenoxy)pentyloxy]N,N-bis(1-methylethyl)benzamide). RXN SMILES: [OH:1][C:2]1[CH:16]=[CH:15][C:5]([C:6]([N:8]([CH:12]([CH3:14])[CH3:13])[CH:9]([CH3:11])[CH3:10])=[O:7])=[CH:4][CH:3]=1.[H-].[Na+].[C:19]([C:21]1[CH:33]=[CH:32][C:24]([O:25][CH2:26][CH2:27][CH2:28][CH2:29][CH2:30]Cl)=[CH:23][CH:22]=1)#[N:20]>CN(C)C=O>[C:19]([C:21]1[CH:33]=[CH:32][C:24]([O:25][CH2:26][CH2:27][CH2:28][CH2:29][CH2:30][O:1][C:2]2[CH:16]=[CH:15][C:5]([C:6]([N:8]([CH:12]([CH3:14])[CH3:13])[CH:9]([CH3:10])[CH3:11])=[O:7])=[CH:4][CH:3]=2)=[CH:23][CH:22]=1)#[N:20] |f:1.2|. Procedure: A stirred solution of 4-hydroxy-N,N-bis(1-methylethyl)benzamide (2.47 g, 11.2 mmol) in 50 mL of N,N-dimethylformamide is treated with 60% sodium hydride (500 mg, 12.5 mmol). After stirring at 0° C. for 10 minutes, the reaction is treated with 5-(4-cyanophenoxy)pentyl chloride (3.25 g, 14.5 mmol) and stirred at 70° C. for 2 hours. The reaction is partitioned between ethyl acetate and water. The organic layer is washed with water and brine, dried over sodium sulfate, and concentrated in vacuo. The...